From a dataset of the Open Reaction Database (ORD), a public repository of structured organic reaction records. describe an organic reaction: reactants, conditions, products, and yield Starting materials: Cn1ncc2c(Br)cncc21, CCCC[N+](CCCC)(CCCC)CCCC, C1CCOC1, [Cu]I, [F-], C[Si](C)(C)C#Cc1cc(N)ccc1F, Cl[Pd]Cl, c1ccc(P(c2ccccc2)c2ccccc2)cc1, c1ccc(P(c2ccccc2)c2ccccc2)cc1. The product is Cn1ncc2c(C#Cc3cc(N)ccc3F)cncc21. As a reaction SMILES: [Br:1][c:2]1[c:3]2[c:4]([cH:5][n:6][cH:7]1)[n:8]([CH3:11])[n:9][cH:10]2.[CH2:27]([N+:28]([CH2:29][CH2:30][CH2:31][CH3:32])([CH2:33][CH2:34][CH2:35][CH3:36])[CH2:37][CH2:38][CH2:39][CH3:40])[CH2:41][CH2:42][CH3:43].[CH2:44]1[O:45][CH2:46][CH2:47][CH2:48]1.[Cu:90][I:91].[F-:26].[F:12][c:13]1[c:14]([C:20]#[C:21][Si:22]([CH3:23])([CH3:24])[CH3:25])[cH:15][c:16]([NH2:19])[cH:17][cH:18]1.[Pd:49]([Cl:50])[Cl:51].[c:52]1([P:53]([c:54]2[cH:55][cH:56][cH:57][cH:58][cH:59]2)[c:60]2[cH:61][cH:62][cH:63][cH:64][cH:65]2)[cH:66][cH:67][cH:68][cH:69][cH:70]1.[c:71]1([P:72]([c:73]2[cH:74][cH:75][cH:76][cH:77][cH:78]2)[c:79]2[cH:80][cH:81][cH:82][cH:83][cH:84]2)[cH:85][cH:86][cH:87][cH:88][cH:89]1>>[c:2]1([C:21]#[C:20][c:14]2[c:13]([F:12])[cH:18][cH:17][c:16]([NH2:19])[cH:15]2)[c:3]2[c:4]([cH:5][n:6][cH:7]1)[n:8]([CH3:11])[n:9][cH:10]2. Starting materials: CC(=O)O, CO, O=[N+]([O-])C=Cc1ccccc1, S=C([S-])N1CCCC1, [NH4+]. Yields the product O=[N+]([O-])CC(SC(=S)N1CCCC1)c1ccccc1. As a reaction SMILES: [CH3:21][C:22](=[O:23])[OH:24].[CH3:25][OH:26].[N+:1](=[O:2])([O-:3])[CH:4]=[CH:5][c:6]1[cH:7][cH:8][cH:9][cH:10][cH:11]1.[N:12]1([C:17](=[S:18])[S-:19])[CH2:13][CH2:14][CH2:15][CH2:16]1.[NH4+:20]>>[N+:1](=[O:2])([O-:3])[CH2:4][CH:5]([c:6]1[cH:7][cH:8][cH:9][cH:10][cH:11]1)[S:19][C:17]([N:12]1[CH2:13][CH2:14][CH2:15][CH2:16]1)=[S:18]. Starting materials: O=C(OOC(=O)c1ccccc1)c1ccccc1, CCN(C(C)C)C(C)C, ClC(Cl)Cl, Cc1ccc(-c2nc(Cl)c(C#N)cc2-c2ccccc2)cc1, O=C1CCC(=O)N1Br, O=c1[nH]c2ccccc2n1C1CCNCC1. Yields the product N#Cc1cc(-c2ccccc2)c(-c2ccc(CN3CCC(n4c(=O)[nH]c5ccccc54)CC3)cc2)nc1Cl. RXN SMILES: [C:31]([O:32][O:33][C:34](=[O:35])[c:36]1[cH:37][cH:38][cH:39][cH:40][cH:41]1)(=[O:42])[c:43]1[cH:44][cH:45][cH:46][cH:47][cH:48]1.[CH:65]([N:66]([CH:67]([CH3:68])[CH3:69])[CH2:70][CH3:71])([CH3:72])[CH3:73].[CH:74]([Cl:75])([Cl:76])[Cl:77].[Cl:1][c:2]1[c:3]([C:4]#[N:5])[cH:6][c:7](-[c:17]2[cH:18][cH:19][cH:20][cH:21][cH:22]2)[c:8](-[c:10]2[cH:11][cH:12][c:13]([CH3:16])[cH:14][cH:15]2)[n:9]1.[O:23]=[C:24]1[N:25]([Br:26])[C:27](=[O:28])[CH2:29][CH2:30]1.[O:49]=[c:50]1[nH:51][c:52]2[c:53]([n:54]1[CH:55]1[CH2:56][CH2:57][NH:58][CH2:59][CH2:60]1)[cH:61][cH:62][cH:63][cH:64]2>>[Cl:1][c:2]1[c:3]([C:4]#[N:5])[cH:6][c:7](-[c:17]2[cH:18][cH:19][cH:20][cH:21][cH:22]2)[c:8](-[c:10]2[cH:11][cH:12][c:13]([CH2:16][N:58]3[CH2:57][CH2:56][CH:55]([n:54]4[c:50](=[O:49])[nH:51][c:52]5[c:53]4[cH:61][cH:62][cH:63][cH:64]5)[CH2:60][CH2:59]3)[cH:14][cH:15]2)[n:9]1. Reactants: BrBr (Bromine), FC(C1=CC=C(C=C1)C(C)=O)(F)F (4'-(trifluoromethyl)acetophenone), C1=CC2=C(C=C1Cl)NC(=O)O2 (Chlorzoxazone), [H-].[Na+] (sodium hydride), [Br-] (bromide). Run in C(C)OCC (diethylether), O1CCOCC1 (1,4-dioxane), CN(C)C=O (DMF), O (water). Reaction conditions: temperature 60 celsius, time 3 hour. Product: ClC=1C=CC2=C(N(C(O2)=O)CC(C2=CC=C(C=C2)C(F)(F)F)=O)C1 (5-Chloro-3-[2-oxo-2-[4-(trifluoromethyl)phenyl]ethyl]-2(3H)-benzoxazolone). Isolated yield 95.2%. RXN SMILES: BrBr.[F:3][C:4]([F:15])([F:14])[C:5]1[CH:10]=[CH:9][C:8]([C:11](=[O:13])[CH3:12])=[CH:7][CH:6]=1.[CH:16]1[C:21]([Cl:22])=[CH:20][C:19]2[NH:23][C:24]([O:26][C:18]=2[CH:17]=1)=[O:25].[H-].[Na+].[Br-]>C(OCC)C.O1CCOCC1.CN(C=O)C.O>[Cl:22][C:21]1[CH:16]=[CH:17][C:18]2[O:26][C:24](=[O:25])[N:23]([CH2:12][C:11](=[O:13])[C:8]3[CH:7]=[CH:6][C:5]([C:4]([F:14])([F:15])[F:3])=[CH:10][CH:9]=3)[C:19]=2[CH:20]=1 |f:3.4|. Procedure details: Bromine (0.67 ml, 13 mmol) was added dropwise to a solution of 4'-(trifluoromethyl)acetophenone (2.5 g, 13 mmol) in diethylether (20 ml) and 1,4-dioxane (10 ml) at room temperature. Chlorzoxazone (2.19 g, 13 mmol) was treated with sodium hydride (400 mg, 13 mmol) in DMF for 15 min. under N2 and transferred by cannulation into the freshly prepared solution of bromide. The reaction mixture was stirred at 60° C. for 3 h, and poured into water (1 vol). The product was extracted with ethyl acetate, a... Starting materials: COc1ccc(P2(=S)SP(=S)(c3ccc(OC)cc3)S2)cc1, NC(=O)c1ccc(C(F)(F)F)c(F)c1F, C1CCOC1. As a reaction SMILES: [CH3:16][O:17][c:18]1[cH:19][cH:20][c:21]([P:22]2(=[S:23])[S:24][P:26](=[S:27])([c:28]3[cH:29][cH:30][c:31]([O:32][CH3:33])[cH:34][cH:35]3)[S:25]2)[cH:36][cH:37]1.[F:1][c:2]1[c:3]([C:4](=[O:5])[NH2:6])[cH:7][cH:8][c:9]([C:12]([F:13])([F:14])[F:15])[c:10]1[F:11].[O:38]1[CH2:39][CH2:40][CH2:41][CH2:42]1>>[F:1][c:2]1[c:3]([C:4]([NH2:6])=[S:25])[cH:7][cH:8][c:9]([C:12]([F:13])([F:14])[F:15])[c:10]1[F:11]. Product: NC(=S)c1ccc(C(F)(F)F)c(F)c1F. Reactants: C1(=CC=CC=C1)P(C1=CC=CC=C1)C1=CC=CC=C1 (triphenylphosphine), C(Br)(Br)(Br)Br (carbon tetrabromide), BrC1=CC(=C(C=C1)CO)OC(F)(F)F ((4-bromo-2-(trifluoromethoxy)phenyl)methanol). Solvent: ClCCl (dichloromethane). Reaction conditions: temperature 0 celsius. Product: BrC1=CC(=C(C=C1)CBr)OC(F)(F)F (4-Bromo-1-bromomethyl-2-trifluoromethoxy-benzene). The yield is 87.3%. As a reaction SMILES: [Br:1][C:2]1[CH:7]=[CH:6][C:5]([CH2:8]O)=[C:4]([O:10][C:11]([F:14])([F:13])[F:12])[CH:3]=1.C1(P(C2C=CC=CC=2)C2C=CC=CC=2)C=CC=CC=1.C(Br)(Br)(Br)[Br:35]>ClCCl>[Br:1][C:2]1[CH:7]=[CH:6][C:5]([CH2:8][Br:35])=[C:4]([O:10][C:11]([F:14])([F:13])[F:12])[CH:3]=1. Procedure details: Add (4-bromo-2-(trifluoromethoxy)phenyl)methanol (9.757 g, 36 mmol) and dichloromethane (180 mL) to a 500 mL flask equipped with a magnetic stir bar and N2 inlet. Cool the solution to 0° C. and then treat with triphenylphosphine (11.33 g, 43 mmol) and carbon tetrabromide (14.26 g, 43 mmol). Stir the reaction at 0° C. for 45 minutes, warm to room temperature and stir an additional 1 hour. Wash the reaction with water (2×180 mL) and saturated sodium chloride solution (1×180 mL), then dry over anhy... The reactants are C(C)(C)(C)OC(NC1=CC=C2C=C(NC2=C1)C1=C(C=CC=C1OC)Cl)=O ([2-(2-chloro-6-methoxy-phenyl)-1H-indol-6-yl]-carbamic acid tert-butyl ester), FC(C(=O)O)(F)F (2,2,2-trifluoroacetic acid). Run in C(Cl)Cl (CH2Cl2). The product is hexanes ethyl acetate, ClC1=C(C(=CC=C1)OC)C=1NC2=CC(=CC=C2C1)N (2-(2-chloro-6-methoxy-phenyl)-1H-indol-6-ylamine). Yield: 91.7%. As a reaction SMILES: C(OC(=O)[NH:7][C:8]1[CH:16]=[C:15]2[C:11]([CH:12]=[C:13]([C:17]3[C:22]([O:23][CH3:24])=[CH:21][CH:20]=[CH:19][C:18]=3[Cl:25])[NH:14]2)=[CH:10][CH:9]=1)(C)(C)C.FC(F)(F)C(O)=O>C(Cl)Cl>[Cl:25][C:18]1[CH:19]=[CH:20][CH:21]=[C:22]([O:23][CH3:24])[C:17]=1[C:13]1[NH:14][C:15]2[C:11]([CH:12]=1)=[CH:10][CH:9]=[C:8]([NH2:7])[CH:16]=2. Procedure: A solution of [2-(2-chloro-6-methoxy-phenyl)-1H-indol-6-yl]-carbamic acid tert-butyl ester (120 mg, 0.32 mmol) in CH2Cl2 (5 mL) was added 2,2,2-trifluoroacetic acid (0.5 mL) at 25° C. The solution was heated to reflux for 3 h, concentrated and poured into water. The aqueous phase was extracted three times with ethyl acetate. The combined organic layers were washed with brine and dried over magnesium sulfate. Filtration followed by concentration in vacuo gave a brown solid. Flash chromatography (...